Dataset: the Open Reaction Database (ORD), a public repository of structured organic reaction records. Task: describe an organic reaction: reactants, conditions, products, and yield Reactants: NC1=C(C(=NN1C1=C(C=C(C=C1Cl)C(F)(F)F)Cl)C#N)C1=CC(=NO1)Br (5-amino-4-(3-bromoisoxazol-5-yl)-3-cyano-1-(2,6-dichloro-4-trifluoromethylphenyl)pyrazole), N(=O)OC(C)(C)C (t-butyl nitrite). Run in O1CCCC1 (tetrahydrofuran). Reaction conditions: temperature 65 celsius. Yields the product BrC1=NOC(=C1)C=1C(=NN(C1)C1=C(C=C(C=C1Cl)C(F)(F)F)Cl)C#N (4-(3-Bromoisoxazol-5-yl)-3-cyano-1-(2,6-dichloro-4-trifluoromethyiphenyl)pyrazole). As a reaction SMILES: N[C:2]1[N:6]([C:7]2[C:12]([Cl:13])=[CH:11][C:10]([C:14]([F:17])([F:16])[F:15])=[CH:9][C:8]=2[Cl:18])[N:5]=[C:4]([C:19]#[N:20])[C:3]=1[C:21]1[O:25][N:24]=[C:23]([Br:26])[CH:22]=1.N(OC(C)(C)C)=O>O1CCCC1>[Br:26][C:23]1[CH:22]=[C:21]([C:3]2[C:4]([C:19]#[N:20])=[N:5][N:6]([C:7]3[C:12]([Cl:13])=[CH:11][C:10]([C:14]([F:17])([F:15])[F:16])=[CH:9][C:8]=3[Cl:18])[CH:2]=2)[O:25][N:24]=1. Reported procedure: To a solution of 5-amino-4-(3-bromoisoxazol-5-yl)-3-cyano-1-(2,6-dichloro-4-trifluoromethylphenyl)pyrazole (0.1 g) in tetrahydrofuran (1.5 ml) was added t-butyl nitrite (77 μl). The mixture was heated to 65° C. for 1 hour, then cooled and evaporated. The residue was taken up in t-butanol and freeze dried to give the title compound as a pale yellow solid, m.p. 145° C. The reactants are FC1=CC=C(C=C1)C1(CCN(CC1)C(=O)OC(C)(C)C)COCC1=CC(=CC2=CN(N=C12)C)C(F)(F)F (tert-Butyl 4-(4-fluorophenyl)-4-(((2-methyl-5-(trifluoromethyl)-2H-indazol-7-yl)methoxy)methyl)piperidine-1-carboxylate). Run in FC(C(=O)O)(F)F (trifluoroacetic acid). Conditions: time 15 minute. The product is FC1=CC=C(C=C1)C1(CCNCC1)COCC1=CC(=CC2=CN(N=C12)C)C(F)(F)F (7-(((4-(4-Fluorophenyl)piperidin-4-yl)methoxy)methyl)-2-methyl-5-(trifluoromethyl)-2H-indazole). As a reaction SMILES: [F:1][C:2]1[CH:7]=[CH:6][C:5]([C:8]2([CH2:21][O:22][CH2:23][C:24]3[C:32]4[C:28](=[CH:29][N:30]([CH3:33])[N:31]=4)[CH:27]=[C:26]([C:34]([F:37])([F:36])[F:35])[CH:25]=3)[CH2:13][CH2:12][N:11](C(OC(C)(C)C)=O)[CH2:10][CH2:9]2)=[CH:4][CH:3]=1>FC(F)(F)C(O)=O>[F:1][C:2]1[CH:7]=[CH:6][C:5]([C:8]2([CH2:21][O:22][CH2:23][C:24]3[C:32]4[C:28](=[CH:29][N:30]([CH3:33])[N:31]=4)[CH:27]=[C:26]([C:34]([F:35])([F:36])[F:37])[CH:25]=3)[CH2:13][CH2:12][NH:11][CH2:10][CH2:9]2)=[CH:4][CH:3]=1. Reported procedure: tert-Butyl 4-(4-fluorophenyl)-4-(((2-methyl-5-(trifluoromethyl)-2H-indazol-7-yl)methoxy)methyl)piperidine-1-carboxylate (26 mg, 0.050 mmol) was dissolved in trifluoroacetic acid (25% in dichloromethane, 2 mL) and stirred at room temperature for 15 min. The reaction was concentrated, and loaded onto a strong cation exchange cartridge in methanol. The cartridge was flushed with several volumes of methanol which were discarded. The product was eluted with 2 M ammonia in methanol and concentrated to...